Dataset: the Open Reaction Database (ORD), a public repository of structured organic reaction records. Task: describe an organic reaction: reactants, conditions, products, and yield Reactants: CC(=O)NC(CS)C(=O)NCCSC(=O)c1ccccc1, CC(C)(C)C(=O)Cl. The product is CC(=O)NC(CSC(=O)C(C)(C)C)C(=O)NCCSC(=O)c1ccccc1. As a reaction SMILES: [C:1]([CH3:2])(=[O:3])[NH:4][CH:5]([CH2:6][SH:7])[C:8](=[O:9])[NH:10][CH2:11][CH2:12][S:13][C:14]([c:15]1[cH:16][cH:17][cH:18][cH:19][cH:20]1)=[O:21].[C:22]([C:23]([CH3:24])([CH3:25])[CH3:26])(=[O:27])[Cl:28]>>[C:1]([CH3:2])(=[O:3])[NH:4][CH:5]([CH2:6][S:7][C:22]([C:23]([CH3:24])([CH3:25])[CH3:26])=[O:27])[C:8](=[O:9])[NH:10][CH2:11][CH2:12][S:13][C:14]([c:15]1[cH:16][cH:17][cH:18][cH:19][cH:20]1)=[O:21].